Dataset: the Open Reaction Database (ORD), a public repository of structured organic reaction records. Task: describe an organic reaction: reactants, conditions, products, and yield Reactants: C1CCOC1, Cc1cc(Nc2nccc(C(F)(F)F)n2)cc(-c2cncs2)c1, CC(C)[N-]C(C)C, [Li+], CC(C)(C)OC(=O)N1CCC(=O)CC1. Yields the product Cc1cc(Nc2nccc(C(F)(F)F)n2)cc(-c2cnc(C3(O)CCN(C(=O)OC(C)(C)C)CC3)s2)c1. As a reaction SMILES: [CH2:46]1[O:47][CH2:48][CH2:49][CH2:50]1.[CH3:1][c:2]1[cH:3][c:4]([NH:13][c:14]2[n:15][cH:16][cH:17][c:18]([C:20]([F:21])([F:22])[F:23])[n:19]2)[cH:5][c:6](-[c:8]2[cH:9][n:10][cH:11][s:12]2)[cH:7]1.[CH3:25][CH:26]([N-:27][CH:28]([CH3:29])[CH3:30])[CH3:31].[Li+:24].[O:32]=[C:33]1[CH2:34][CH2:35][N:36]([C:39](=[O:40])[O:41][C:42]([CH3:43])([CH3:44])[CH3:45])[CH2:37][CH2:38]1>>[CH3:1][c:2]1[cH:3][c:4]([NH:13][c:14]2[n:15][cH:16][cH:17][c:18]([C:20]([F:21])([F:22])[F:23])[n:19]2)[cH:5][c:6](-[c:8]2[cH:9][n:10][c:11]([C:33]3([OH:32])[CH2:34][CH2:35][N:36]([C:39](=[O:40])[O:41][C:42]([CH3:43])([CH3:44])[CH3:45])[CH2:37][CH2:38]3)[s:12]2)[cH:7]1.